This data is from the Open Reaction Database (ORD), a public repository of structured organic reaction records. The task is: describe an organic reaction: reactants, conditions, products, and yield Reactants: BrCc1ccccc1, O=C([O-])[O-], [I-], [K+], [K+], [K+], CN(C)C=O, COC(=O)c1ccc(O)cc1O. Yields the product COC(=O)c1ccc(OCc2ccccc2)cc1O. As a reaction SMILES: [Br:19][CH2:20][c:21]1[cH:22][cH:23][cH:24][cH:25][cH:26]1.[C:13](=[O:14])([O-:15])[O-:16].[I-:28].[K+:17].[K+:18].[K+:27].[O:29]=[CH:30][N:31]([CH3:32])[CH3:33].[OH:1][c:2]1[c:3]([C:4](=[O:5])[O:6][CH3:7])[cH:8][cH:9][c:10]([OH:12])[cH:11]1>>[OH:1][c:2]1[c:3]([C:4](=[O:5])[O:6][CH3:7])[cH:8][cH:9][c:10]([O:12][CH2:20][c:21]2[cH:22][cH:23][cH:24][cH:25][cH:26]2)[cH:11]1.